describe an organic reaction: reactants, conditions, products, and yield From a dataset of the Open Reaction Database (ORD), a public repository of structured organic reaction records. Starting materials: base, C(\C=C\C(=O)O)(=O)O (fumaric acid), [OH-].[Ca+2].[OH-] (calcium hydroxide), C(\C=C\C(=O)[O-])(=O)[O-] (fumarate), Ca(OH)2, C(\C=C\C(=O)O)(=O)O (fumaric acid), [OH-].[Ca+2].[OH-] (calcium hydroxide), [OH-].[OH-].[Ca+2] (calcium hydroxide slurry), C(\C=C\C(=O)O)(=O)O (fumaric acid), C(\C=C\C(=O)O)(=O)O (fumaric acid). The solvent is O (water), O (water), O (water), O (water). Yields the product C(\C=C\C(=O)[O-])(=O)[O-].[Ca+2] (calcium fumarate salt), [Ca] (calcium). As a reaction SMILES: [C:1]([OH:8])(=[O:7])/[CH:2]=[CH:3]/[C:4]([OH:6])=[O:5].[OH-].[Ca+2:10].[OH-].C([O-])(=O)/C=C/C([O-])=O>O>[C:1]([O-:8])(=[O:7])/[CH:2]=[CH:3]/[C:4]([O-:6])=[O:5].[Ca+2:10].[Ca:10] |f:1.2.3,6.7|. Reported procedure: A calcium fumarate salt was prepared by mixing essentially 1 mole of fumaric acid with 1 mole of calcium hydroxide in the presence of 10 moles of water. 255 g (2.22 moles) of fumaric acid and 163 g of calcium hydroxide (2.22 moles) were dispensed separately in 200 ml of water (total water =400 g or 22.2 moles). The mole ratio of fumaric acid to Ca(OH)2 to water was 1:1:10. The calcium hydroxide slurry was added slowly to the fumaric acid suspension with continuous stirring while controlling the ... As a reaction SMILES: [CH2:26]1[O:27][CH2:28][CH2:29][CH2:30]1.[CH3:12][O:13][N:14]([C:15]([c:16]1[cH:17][cH:18][c:19]([O:22][CH3:23])[cH:20][cH:21]1)=[O:24])[CH3:25].[CH3:1][C:2]([CH3:3])([C:4]#[CH:5])[OH:6].[CH3:7][CH2:8][CH2:9][CH2:10][Li:11]>>[CH3:1][C:2]([CH3:3])([C:4]#[C:5][C:15]([c:16]1[cH:17][cH:18][c:19]([O:22][CH3:23])[cH:20][cH:21]1)=[O:24])[OH:6]. The product is COc1ccc(C(=O)C#CC(C)(C)O)cc1. The reactants are C1CCOC1, COc1ccc(C(=O)N(C)OC)cc1, C#CC(C)(C)O, [Li]CCCC.